This data is from the Open Reaction Database (ORD), a public repository of structured organic reaction records. The task is: describe an organic reaction: reactants, conditions, products, and yield Starting materials: ClC=1C(=NC=CN1)CN1C(C2=CC=CC=C2C1=O)=O (2-(3-chloropyrazin-2-ylmethyl)-isoindole-1,3-dione), NN (hydrazine), CO (MeOH). The solvent is C(Cl)Cl (CH2Cl2). Run at time 2.5 hour. Product: C1(NNC(C2=CC=CC=C12)=O)=O (2,3-dihydrophthalazine-1,4-dione). Reaction SMILES: ClC1C(C[N:9]2[C:17](=[O:18])[C:16]3[C:11](=[CH:12][CH:13]=[CH:14][CH:15]=3)[C:10]2=[O:19])=NC=CN=1.[NH2:20]N.CO>C(Cl)Cl>[C:10]1(=[O:19])[C:11]2[C:16](=[CH:15][CH:14]=[CH:13][CH:12]=2)[C:17](=[O:18])[NH:9][NH:20]1. Reported procedure: A solution of 2-(3-chloropyrazin-2-ylmethyl)-isoindole-1,3-dione (10.0 g, 36.5 mmol) in anhydrous CH2Cl2 (200 mL) was charged with hydrazine (2.87 mL, 2.93 g, 91.3 mmol, 2.5 eq.) at rt, under N2 atmosphere. After 2.5 h, MeOH (300 mL) was added and the reaction was heated until the solution was homogenous. The reaction mixture was allowed to stir for 19 h. The white ppt which had formed (2,3-dihydrophthalazine-1,4-dione byproduct), was filtered off and washed several times with ether. The clear f...